From a dataset of the Open Reaction Database (ORD), a public repository of structured organic reaction records. describe an organic reaction: reactants, conditions, products, and yield Reactants: ClCC(=O)C1=C(C=C(C=C1)F)F (2-chloro-2',4'-difluoroacetophenone), CO (methanol), C(C)(=O)OCCS (2-acetoxyethanethiol), C([O-])([O-])=O.[K+].[K+] (potassium carbonate). Product: C(C)(=O)OCCSCC(=O)C1=C(C=C(C=C1)F)F (2-(2-acetoxyethyl)thio-2',4'-difluoroacetophenone). Yield: 65.6%. Reaction SMILES: Cl[CH2:2][C:3]([C:5]1[CH:10]=[CH:9][C:8]([F:11])=[CH:7][C:6]=1[F:12])=[O:4].[C:13]([O:16][CH2:17][CH2:18][SH:19])(=[O:15])[CH3:14].C(=O)([O-])[O-].[K+].[K+].CO>>[C:13]([O:16][CH2:17][CH2:18][S:19][CH2:2][C:3]([C:5]1[CH:10]=[CH:9][C:8]([F:11])=[CH:7][C:6]=1[F:12])=[O:4])(=[O:15])[CH3:14] |f:2.3.4|. Reported procedure: Using 2-chloro-2',4'-difluoroacetophenone (2.0 g, 0.010 mol), 2-acetoxyethanethiol (J. Chem. Soc., 1952, 817.) (1.5 g, 0.013 mol), potassium carbonate (1.8 g, 0.013 mol) and methanol (50 mol), 2-(2-acetoxyethyl)thio-2',4'-difluoroacetophenone (1.8 g, yield: 62.0%) was obtained as a colorless oil by similar procedures to Example 1. Starting materials: CCOC(=O)[C@@H]1N(C(CC1)=O)C(=O)OC(C)(C)C ((R)-5-oxopyrrolidine-1,2-dicarboxylic acid 1-tert-butyl ester 2-ethyl ester), [Mg] (magnesium), BrC1=C(C(=C(C=C1)F)F)F (1-bromo-2,3,4-trifluorobenzene), O (Water). The solvent is O1CCCC1 (tetrahydrofuran), O1CCCC1 (tetrahydrofuran). Reaction conditions: time 30 minute. Product: C(C)(C)(C)OC(=O)N[C@@H](C(=O)OCC)CCC(=O)C1=C(C(=C(C=C1)F)F)F (ethyl (R)-2-tert-butoxycarbonylamino-5-(2,3,4-trifluorophenyl)-5-oxopentanoate). RXN SMILES: [Mg].[CH3:2][CH2:3][O:4][C:5]([C@H:7]1[CH2:11][CH2:10][C:9](=[O:12])[N:8]1[C:13]([O:15][C:16]([CH3:19])([CH3:18])[CH3:17])=[O:14])=[O:6].O.Br[C:22]1[CH:27]=[CH:26][C:25]([F:28])=[C:24]([F:29])[C:23]=1[F:30]>O1CCCC1>[C:16]([O:15][C:13]([NH:8][C@H:7]([CH2:11][CH2:10][C:9]([C:22]1[CH:27]=[CH:26][C:25]([F:28])=[C:24]([F:29])[C:23]=1[F:30])=[O:12])[C:5]([O:4][CH2:3][CH3:2])=[O:6])=[O:14])([CH3:19])([CH3:18])[CH3:17]. Procedure details: To a suspension of magnesium (0.452 g) in tetrahydrofuran (20 mL), 1-bromo-2,3,4-trifluorobenzene (2.21 mL) was added dropwise at 55° C. over 15 minutes, and the reaction solution was stirred at room temperature for 30 minutes. This solution was added dropwise to a solution of (R)-5-oxopyrrolidine-1,2-dicarboxylic acid 1-tert-butyl ester 2-ethyl ester (4.0 g) in tetrahydrofuran (25 mL) at −40° C. over 10 minutes, and the reaction solution was stirred at −40° C. to 0° C. for one hour. Water was a...